This data is from the Open Reaction Database (ORD), a public repository of structured organic reaction records. The task is: describe an organic reaction: reactants, conditions, products, and yield The reactants are C1(CC1)C=1C=C(NN1)C(=O)O (5-Cyclopropyl-2H-pyrazole-3-carboxylic acid), CCOC1C=CC2=CC=CC=C2N1C(=O)OCC (EEDQ), C(C)(C)(C)OC(NC(CCO)C1=CC(=CC=C1)N)=O ([1-(3-Amino-phenyl)-3-hydroxy-propyl]-carbamic acid tert-butyl ester). Run in C1CCOC1 (THF), C1CCOC1 (THF). Reaction conditions: time 10 minute. Product: C(C)(C)(C)OC(NC(CCO)C1=CC(=CC=C1)NC(=O)C=1NN=C(C1)C1CC1)=O ((1-{3-[(5-Cyclopropyl-2H-pyrazole-3-carbonyl)-amino]-phenyl}-3-hydroxy-propyl)-carbamic acid tert-butyl ester). Reaction SMILES: [CH:1]1([C:4]2[CH:5]=[C:6]([C:9]([OH:11])=O)[NH:7][N:8]=2)[CH2:3][CH2:2]1.CCOC1N(C(OCC)=O)C2C(=CC=CC=2)C=C1.[C:30]([O:34][C:35](=[O:48])[NH:36][CH:37]([C:41]1[CH:46]=[CH:45][CH:44]=[C:43]([NH2:47])[CH:42]=1)[CH2:38][CH2:39][OH:40])([CH3:33])([CH3:32])[CH3:31]>C1COCC1>[C:30]([O:34][C:35](=[O:48])[NH:36][CH:37]([C:41]1[CH:46]=[CH:45][CH:44]=[C:43]([NH:47][C:9]([C:6]2[NH:7][N:8]=[C:4]([CH:1]3[CH2:2][CH2:3]3)[CH:5]=2)=[O:11])[CH:42]=1)[CH2:38][CH2:39][OH:40])([CH3:33])([CH3:31])[CH3:32]. Procedure: 529 mg (3.4 mmol) 5-Cyclopropyl-2H-pyrazole-3-carboxylic acid were suspended in 9 ml THF and 834 mg (3.4 mmol) EEDQ were added. The mixture was stirred for 10 min at room temperature and subsequently 900 mg (3.4 mmol) [1-(3-Amino-phenyl)-3-hydroxy-propyl]-carbamic acid tert-butyl ester dissolved in 9 ml THF were added. The mixture was stirred overnight at room temperature, evaporated to dryness. The residue was dissolved in ethyl acetate and washed with 1 N NaOH, 10% citric acid and brine. The o... Reactants: CCCCCS(=O)(=O)NC(=O)c1ccc([N+](=O)[O-])c(NCc2ccc(Cl)cc2Cl)c1, CCO, C1CCOC1, O. The product is CCCCCS(=O)(=O)NC(=O)c1ccc(N)c(NCc2ccc(Cl)cc2Cl)c1. Reaction SMILES: [CH2:1]([CH2:2][CH2:3][CH2:4][CH3:5])[S:6](=[O:7])(=[O:8])[NH:9][C:10]([c:11]1[cH:12][c:13]([NH:20][CH2:21][c:22]2[c:23]([Cl:29])[cH:24][c:25]([Cl:28])[cH:26][cH:27]2)[c:14]([N+:17]([O-:18])=[O:19])[cH:15][cH:16]1)=[O:30].[CH3:36][CH2:37][OH:38].[O:31]1[CH2:32][CH2:33][CH2:34][CH2:35]1.[OH2:39]>>[CH2:1]([CH2:2][CH2:3][CH2:4][CH3:5])[S:6](=[O:7])(=[O:8])[NH:9][C:10]([c:11]1[cH:12][c:13]([NH:20][CH2:21][c:22]2[c:23]([Cl:29])[cH:24][c:25]([Cl:28])[cH:26][cH:27]2)[c:14]([NH2:17])[cH:15][cH:16]1)=[O:30]. Starting materials: CO, Cn1c(=O)c(N=O)c(N)n(-c2ccccc2)c1=O. The product is Cn1c(=O)c(N)c(N)n(-c2ccccc2)c1=O. RXN SMILES: [CH3:19][OH:20].[NH2:1][c:2]1[c:3]([N:17]=[O:18])[c:4](=[O:16])[n:5]([CH3:15])[c:6](=[O:14])[n:7]1-[c:8]1[cH:9][cH:10][cH:11][cH:12][cH:13]1>>[NH2:1][c:2]1[c:3]([NH2:17])[c:4](=[O:16])[n:5]([CH3:15])[c:6](=[O:14])[n:7]1-[c:8]1[cH:9][cH:10][cH:11][cH:12][cH:13]1.